From a dataset of the Open Reaction Database (ORD), a public repository of structured organic reaction records. describe an organic reaction: reactants, conditions, products, and yield The reactants are C1CCOC1, CN(C)CCOc1cccc(CO)c1, COc1cccc2[nH]nc(N(S(=O)(=O)c3ccc(Cl)s3)S(=O)(=O)c3ccc(Cl)s3)c12, ClCCl, CC(C)(C)OC(=O)N=NC(=O)OC(C)(C)C, c1ccc(P(c2ccccc2)c2ccccc2)cc1. Product: COc1cccc2c1c(N(S(=O)(=O)c1ccc(Cl)s1)S(=O)(=O)c1ccc(Cl)s1)nn2Cc1cccc(OCCN(C)C)c1. As a reaction SMILES: [CH2:80]1[O:81][CH2:82][CH2:83][CH2:84]1.[CH3:31][N:32]([CH2:33][CH2:34][O:35][c:36]1[cH:37][c:38]([CH2:42][OH:43])[cH:39][cH:40][cH:41]1)[CH3:44].[Cl:1][c:2]1[cH:3][cH:4][c:5]([S:7](=[O:8])(=[O:9])[N:10]([c:11]2[n:12][nH:13][c:14]3[cH:15][cH:16][cH:17][c:18]([O:20][CH3:21])[c:19]23)[S:22](=[O:23])(=[O:24])[c:25]2[s:26][c:27]([Cl:30])[cH:28][cH:29]2)[s:6]1.[Cl:85][CH2:86][Cl:87].[N:64]([C:65]([O:66][C:67]([CH3:68])([CH3:69])[CH3:70])=[O:71])=[N:72][C:73]([O:74][C:75]([CH3:76])([CH3:77])[CH3:78])=[O:79].[c:45]1([P:46]([c:47]2[cH:48][cH:49][cH:50][cH:51][cH:52]2)[c:53]2[cH:54][cH:55][cH:56][cH:57][cH:58]2)[cH:59][cH:60][cH:61][cH:62][cH:63]1>>[Cl:1][c:2]1[cH:3][cH:4][c:5]([S:7](=[O:8])(=[O:9])[N:10]([c:11]2[n:12][n:13]([CH2:42][c:38]3[cH:37][c:36]([O:35][CH2:34][CH2:33][N:32]([CH3:31])[CH3:44])[cH:41][cH:40][cH:39]3)[c:14]3[cH:15][cH:16][cH:17][c:18]([O:20][CH3:21])[c:19]23)[S:22](=[O:23])(=[O:24])[c:25]2[s:26][c:27]([Cl:30])[cH:28][cH:29]2)[s:6]1. The reactants are [BH4-], CCO, COC(=O)CCC(C)(C)[N+](=O)[O-], Cl, [H][H], [Na+], O. Yields the product CC(C)(CCCO)[N+](=O)[O-]. Reaction SMILES: [BH4-:13].[CH3:19][CH2:20][OH:21].[CH3:1][C:2]([CH2:3][CH2:4][C:5](=[O:6])[O:7][CH3:8])([CH3:9])[N+:10](=[O:11])[O-:12].[ClH:17].[H:15][H:16].[Na+:14].[OH2:18]>>[CH3:1][C:2]([CH2:3][CH2:4][CH2:5][OH:6])([CH3:9])[N+:10](=[O:11])[O-:12]. The reactants are C=1SC=C2OC3=C(NC(C21)=O)C=CC=C3 (thieno[3,4-b][1,5]benzoxazepin-10(9H)-one), P(Cl)(Cl)(Cl)(Cl)Cl (phosphorus pentachloride). Solvent: C1(=CC=CC=C1)C (toluene). The product is ClC=1C=2C(OC3=C(N1)C=CC=C3)=CSC2 (10-chloro-thieno[3,4-b][1,5]benzoxazepine). Reaction SMILES: [CH:1]1[S:2][CH:3]=[C:4]2[C:10]=1[C:9](=O)[NH:8][C:7]1[CH:12]=[CH:13][CH:14]=[CH:15][C:6]=1[O:5]2.P(Cl)(Cl)(Cl)(Cl)[Cl:17]>C1(C)C=CC=CC=1>[Cl:17][C:9]1[C:10]2[C:4](=[CH:3][S:2][CH:1]=2)[O:5][C:6]2[CH:15]=[CH:14][CH:13]=[CH:12][C:7]=2[N:8]=1. Procedure: A 1.08 g. portion of thieno[3,4-b][1,5]benzoxazepin-10(9H)-one and 1.15 g. of phosphorus pentachloride in 22 ml. of dry toluene are reacted as described in Example 1, giving 10-chloro-thieno[3,4-b][1,5]benzoxazepine. To this is added 10 ml. of toluene, 7.2 g. of N-ethylpiperazine and 25 ml. of triethylamine. The mixture is heated overnight at 100° C. and concentrated to dryness. The residue is treated as described in Example 3 providing the base compound as a foam which is converted to the fumar... Reactants: NC(C[C@@H]1CN(CCO[C@H]1C1=CC(=C(C=C1)Cl)Cl)C(=O)OC(C)(C)C)=O (tert-butyl (6R,7R)-6-(2-amino-2-oxoethyl)-7-(3,4-dichlorophenyl)-1,4-oxazepane-4-carboxylate), COC=1C=CC(=CC1)P2(=S)SP(=S)(S2)C=3C=CC(=CC3)OC (Lawesson's reagent), C(O)([O-])=O.[Na+] (sodium hydrogen carbonate). Solvent: C1CCOC1 (THF). Conditions: temperature 70 celsius, time 2.5 hour. The product is NC(C[C@@H]1CN(CCO[C@H]1C1=CC(=C(C=C1)Cl)Cl)C(=O)OC(C)(C)C)=S (tert-butyl (6R,7R)-6-(2-amino-2-thioxoethyl)-7-(3,4-dichlorophenyl)-1,4-oxazepane-4-carboxylate). The yield is 52.6%. RXN SMILES: [NH2:1][C:2](=O)[CH2:3][C@H:4]1[C@H:10]([C:11]2[CH:16]=[CH:15][C:14]([Cl:17])=[C:13]([Cl:18])[CH:12]=2)[O:9][CH2:8][CH2:7][N:6]([C:19]([O:21][C:22]([CH3:25])([CH3:24])[CH3:23])=[O:20])[CH2:5]1.COC1C=CC(P2(SP(C3C=CC(OC)=CC=3)(=S)S2)=[S:36])=CC=1.C(=O)([O-])O.[Na+]>C1COCC1>[NH2:1][C:2](=[S:36])[CH2:3][C@H:4]1[C@H:10]([C:11]2[CH:16]=[CH:15][C:14]([Cl:17])=[C:13]([Cl:18])[CH:12]=2)[O:9][CH2:8][CH2:7][N:6]([C:19]([O:21][C:22]([CH3:25])([CH3:24])[CH3:23])=[O:20])[CH2:5]1 |f:2.3|. Procedure details: To a solution of tert-butyl (6R,7R)-6-(2-amino-2-oxoethyl)-7-(3,4-dichlorophenyl)-1,4-oxazepane-4-carboxylate (528 mg, 1.31 mmol) in THF (6 mL) was added Lawesson's reagent (794 mg, 1.96 mmol), and the mixture was stirred at 70° C. for 2.5 hr. To the reaction mixture was added aqueous sodium hydrogen carbonate solution, and the mixture was extracted with ethyl acetate. The extract was washed with brine, and dried over anhydrous sodium sulfate. The solvent was evaporated under reduced pressure. T... Reactants: Nc1cccc(-c2nc(C3CCOCC3)sc2-c2ccnc(Cl)n2)c1F, ClCCl, O=S(=O)(Cl)c1cc(F)ccc1F, c1ccncc1. Product: O=S(=O)(Nc1cccc(-c2nc(C3CCOCC3)sc2-c2ccnc(Cl)n2)c1F)c1cc(F)ccc1F. Reaction SMILES: [Cl:1][c:2]1[n:3][cH:4][cH:5][c:6](-[c:8]2[c:9](-[c:19]3[c:20]([F:26])[c:21]([NH2:22])[cH:23][cH:24][cH:25]3)[n:10][c:11]([CH:13]3[CH2:14][CH2:15][O:16][CH2:17][CH2:18]3)[s:12]2)[n:7]1.[Cl:45][CH2:46][Cl:47].[F:33][c:34]1[c:35]([S:41](=[O:42])(=[O:43])[Cl:44])[cH:36][c:37]([F:40])[cH:38][cH:39]1.[cH:27]1[cH:28][cH:29][n:30][cH:31][cH:32]1>>[Cl:1][c:2]1[n:3][cH:4][cH:5][c:6](-[c:8]2[c:9](-[c:19]3[c:20]([F:26])[c:21]([NH:22][S:41]([c:35]4[c:34]([F:33])[cH:39][cH:38][c:37]([F:40])[cH:36]4)(=[O:42])=[O:43])[cH:23][cH:24][cH:25]3)[n:10][c:11]([CH:13]3[CH2:14][CH2:15][O:16][CH2:17][CH2:18]3)[s:12]2)[n:7]1. The reactants are COC(C(C1=CC=CC=C1)OC1=CC(=CC=C1)C(C)=O)=O ((3-acetyl-phenoxy)-phenyl-acetic acid methyl ester), BrBr (bromine). Yields the product COC(C(C1=CC=CC=C1)OC1=CC(=CC=C1)C(CBr)=O)=O ([3-(2-Bromo-acetyl)-phenoxy]-phenyl-acetic acid methyl ester). RXN SMILES: [CH3:1][O:2][C:3](=[O:21])[CH:4]([O:11][C:12]1[CH:17]=[CH:16][CH:15]=[C:14]([C:18](=[O:20])[CH3:19])[CH:13]=1)[C:5]1[CH:10]=[CH:9][CH:8]=[CH:7][CH:6]=1.[Br:22]Br>>[CH3:1][O:2][C:3](=[O:21])[CH:4]([O:11][C:12]1[CH:17]=[CH:16][CH:15]=[C:14]([C:18](=[O:20])[CH2:19][Br:22])[CH:13]=1)[C:5]1[CH:6]=[CH:7][CH:8]=[CH:9][CH:10]=1. Procedure details: [3-(2-Bromo-acetyl)-phenoxy]-phenyl-acetic acid methyl ester was synthesized from (3-acetyl-phenoxy)-phenyl-acetic acid methyl ester and bromine as described in example 31. Starting materials: ice, [BH4-].[Na+] (sodium borohydride), NC1=C(C=C(CC(C(=O)O)CC(N2CCC(CC2)N2C(NC3=C(CC2)C=CC=C3)=O)=O)C=C1C(F)(F)F)Cl (2-(4-amino-3-chloro-5-trifluoromethyl-benzyl)-4-oxo-4-[4-(2-oxo-1,2,4,5-tetrahydro-1,3-benzodiazepin-3-yl)-piperidin-1-yl]-butyric acid), NC1=C(C=C(CC(C(=O)O)CC(N2CCC(CC2)N2C(NC3=C(CC2)C=CC=C3)=O)=O)C=C1C(F)(F)F)Cl (2-(4-amino-3-chloro-5-trifluoromethyl-benzyl)-4-oxo-4-[4-(2-oxo-1,2,4,5-tetrahydro-1,3-benzodiazepin-3-yl)-piperidin-1-yl]-butyric acid), C1=CN(C=N1)C(=O)N2C=CN=C2 (CDI), Cl (HCl). Solvent: O (water), C1CCOC1 (THF). Conditions: time 2 hour. Yields the product NC1=C(C=C(C=C1C(F)(F)F)CC(CC(=O)N1CCC(CC1)N1C(NC2=C(CC1)C=CC=C2)=O)CO)Cl (3-{1-[4-(4-Amino-3-chloro-5-trifluoromethyl-phenyl)-3-hydroxymethyl-butyryl]-piperidin-4-yl}-1,3,4,5-tetrahydro-1,3-benzodiazepin-2-one). Reaction SMILES: [NH2:1][C:2]1[C:33]([C:34]([F:37])([F:36])[F:35])=[CH:32][C:5]([CH2:6][CH:7]([CH2:11][C:12](=[O:31])[N:13]2[CH2:18][CH2:17][CH:16]([N:19]3[CH2:25][CH2:24][C:23]4[CH:26]=[CH:27][CH:28]=[CH:29][C:22]=4[NH:21][C:20]3=[O:30])[CH2:15][CH2:14]2)[C:8](O)=[O:9])=[CH:4][C:3]=1[Cl:38].C1N=CN(C(N2C=NC=C2)=O)C=1.[BH4-].[Na+].Cl>C1COCC1.O>[NH2:1][C:2]1[C:33]([C:34]([F:35])([F:36])[F:37])=[CH:32][C:5]([CH2:6][CH:7]([CH2:8][OH:9])[CH2:11][C:12]([N:13]2[CH2:18][CH2:17][CH:16]([N:19]3[CH2:25][CH2:24][C:23]4[CH:26]=[CH:27][CH:28]=[CH:29][C:22]=4[NH:21][C:20]3=[O:30])[CH2:15][CH2:14]2)=[O:31])=[CH:4][C:3]=1[Cl:38] |f:2.3|. Procedure details: To a solution of 3.00 g (5.425 mmol) 2-(4-amino-3-chloro-5-trifluoromethyl-benzyl)-4-oxo-4-[4-(2-oxo-1,2,4,5-tetrahydro-1,3-benzodiazepin-3-yl)-piperidin-1-yl]-butyric acid (Intermediate product 68) in 100 mL THF was added 1.054 g (6.500 mmol) CDI and the mixture was stirred for 2 hours at RT. This solution was added dropwise under a nitrogen atmosphere over 5 minutes to an ice-cooled solution of 0.728 g (19.250 mmol) sodium borohydride in 50 mL water and the mixture was stirred for 16 hours at ... The reactants are FC=1C=C(N)C=CC1OC1=C2C(=NC=C1)C=C(S2)C=2N=CN(C2)C(C)C (3-Fluoro-4-(2-(1-isopropyl-1H-imidazol-4-yl)thieno[3,2-b]pyridin-7-yloxy)aniline), FC1=C(C=CC=C1)NC(CC(=O)O)=O (3-(2-Fluorophenylamino)-3-oxopropanoic acid), COC1=C(C=CC=C1)NC(CC(=O)O)=O (3-(2-Methoxyphenylamino)-3-oxopropanoic acid). Product: FC=1C=C(C=CC1OC1=C2C(=NC=C1)C=C(S2)C=2N=CN(C2)C(C)C)NC(CC(=O)NC2=C(C=CC=C2)OC)=O (N1-(3-Fluoro-4-(2-(1-isopropyl-1H-imidazol-4-yl)thieno[3,2-b]pyridin-7-yloxy)phenyl)-N3-(2-methoxyphenyl)malonamide). As a reaction SMILES: [F:1][C:2]1[CH:3]=[C:4]([CH:6]=[CH:7][C:8]=1[O:9][C:10]1[CH:15]=[CH:14][N:13]=[C:12]2[CH:16]=[C:17]([C:19]3[N:20]=[CH:21][N:22]([CH:24]([CH3:26])[CH3:25])[CH:23]=3)[S:18][C:11]=12)[NH2:5].FC1C=CC=CC=1NC(=O)CC(O)=O.[CH3:41][O:42][C:43]1[CH:48]=[CH:47][CH:46]=[CH:45][C:44]=1[NH:49][C:50](=[O:55])[CH2:51][C:52](O)=[O:53]>>[F:1][C:2]1[CH:3]=[C:4]([NH:5][C:52](=[O:53])[CH2:51][C:50]([NH:49][C:44]2[CH:45]=[CH:46][CH:47]=[CH:48][C:43]=2[O:42][CH3:41])=[O:55])[CH:6]=[CH:7][C:8]=1[O:9][C:10]1[CH:15]=[CH:14][N:13]=[C:12]2[CH:16]=[C:17]([C:19]3[N:20]=[CH:21][N:22]([CH:24]([CH3:26])[CH3:25])[CH:23]=3)[S:18][C:11]=12. Procedure details: Title compound 126 (scheme 36) was obtained similarly to the compound 122 (example 45, scheme 36) starting from the amine 125 and replacing the acid 29 with the acid 27. 1H NMR (DMSO-d6). δ (ppm): 10.58 (s, 1H), 9.64 (s, 1H), 8.43 (d, J=5.6 Hz, 1H), 8.07 (dd, J=1.6 and 7.2 Hz, 1H), 8.05 (d, J=1.2 Hz, 1H), 7.87 (dd, J=2.4 and 12.8 Hz, 1H), 7.84 (d, J=1.2 Hz, 1H), 7.67 (s, 1H), 7.49 (t, J=8.8 Hz, 1H), 7.43 (dd, J=1.6 and 8.8 Hz, 1H), 7.12-7.04 (m, 2H), 6.92 (ddd, J=2.4, 7.2 and 8.8 Hz, 1H), 6.58 (... Reactants: CS(=O)(=O)C=1C=C(C=CC1)C1=CC=C(C=C1)CO ((3′-methanesulfonyl-biphenyl-4-yl)-methanol), BrC1=CC=C(C=C1)S(=O)(=O)N (4-bromo-benzenesulfonamide). The product is OCC1=CC=C(C=C1)C1=CC=C(C=C1)S(=O)(=O)N (4′-Hydroxymethyl-biphenyl-4-sulfonic acid amide). As a reaction SMILES: CS([C:5]1[CH:6]=[C:7]([C:11]2[CH:16]=[CH:15][C:14]([CH2:17][OH:18])=[CH:13][CH:12]=2)[CH:8]=[CH:9][CH:10]=1)(=O)=O.BrC1C=CC([S:26]([NH2:29])(=[O:28])=[O:27])=CC=1>>[OH:18][CH2:17][C:14]1[CH:13]=[CH:12][C:11]([C:7]2[CH:6]=[CH:5][C:10]([S:26]([NH2:29])(=[O:28])=[O:27])=[CH:9][CH:8]=2)=[CH:16][CH:15]=1. Reported procedure: This compound was prepared in a manner analogous to the preparation of (3′-methanesulfonyl-biphenyl-4-yl)-methanol (WO 01/70753, Example 27) using 4-bromo-benzenesulfonamide as the starting material. LCMS found for C13H13NO3SNa (M+Na)+: m/z=286. The reactants are COC=1C=C(C=C2C1OCO2)CC=C (Myristicin), COC=1C=CC(=CC1)C2=CC(=O)C3=C(C(=C(C(=C3OC)OC)OC)OC)O2 (tangeretin), CC1=CCC(CC1)[C@](C)(CCC=C(C)C)O (bisabolol), COC1=C2C(=C(C(=C1)CC=C)OC)OCO2 (apiole), CC(=CCC/C(=C/COC1=C2C=CC(=O)OC2=CC3=C1C=CO3)/C)C (bergamotin), cucurbitacin. The product is COC=1C=CC(=CC1OC)CC=C (Methyleugenol). As a reaction SMILES: [CH3:1][O:2][C:3]1[CH:4]=[C:5]([CH2:12][CH:13]=[CH2:14])[CH:6]=[C:7]2O[CH2:10][O:9][C:8]=12.COC1C=C(CC=C)C(OC)=C2OCOC=12.CC(C)=CCC/C(/C)=C/COC1C2C=COC=2C=C2C=1C=CC(O2)=O.COC1C=CC(C2OC3C(OC)=C(OC)C(OC)=C(OC)C=3C(=O)C=2)=CC=1.CC1CCC([C@@](O)(CCC=C(C)C)C)CC=1>>[CH3:10][O:9][C:8]1[CH:7]=[CH:6][C:5]([CH2:12][CH:13]=[CH2:14])=[CH:4][C:3]=1[O:2][CH3:1]. Procedure details: Chemicals were purchased from Sigma-Aldrich Chemical Company (St. Louis, Mo.) unless noted. Plant oils were manufactured by Aura Cacia (Weaverville, Calif.). Juvocimene was synthesized as described (Mestres, R. and E. Munoz, 1996, Synthetic Comm., 26:1309-1319). Myristicin, apiole, bergamotin, tangeretin, bisabolol, and cucurbitacin were obtained from Indofine Chemical Company (Somerville, N.J.). Methyleugenol was provided by the Batelle Chemical Company (Columbus, Ohio). Man-made insecticides w...